This data is from the Open Reaction Database (ORD), a public repository of structured organic reaction records. The task is: describe an organic reaction: reactants, conditions, products, and yield RXN SMILES: [Cl:17][C:18](=[O:19])[O:20][CH2:21][CH2:22][Cl:23].[H-:15].[NH2:1][c:2]1[s:3][cH:4][c:5](-[c:7]2[cH:8][cH:9][c:10]([C:11]#[N:12])[cH:13][cH:14]2)[n:6]1.[Na+:16].[O:25]1[CH2:26][CH2:27][CH2:28][CH2:29]1.[OH2:24]>>[N:1]1([c:2]2[s:3][cH:4][c:5](-[c:7]3[cH:8][cH:9][c:10]([C:11]#[N:12])[cH:13][cH:14]3)[n:6]2)[C:18](=[O:19])[O:20][CH2:21][CH2:22]1. Product: N#Cc1ccc(-c2csc(N3CCOC3=O)n2)cc1. Starting materials: O=C(Cl)OCCCl, [H-], N#Cc1ccc(-c2csc(N)n2)cc1, [Na+], C1CCOC1, O. The reactants are C(C)(C)(C)C=1N=C(C=2C(N1)=NN(N2)CC)N2CC(CC2)(F)F (5-tert-Butyl-7-(3,3-difluoro-pyrrolidin-1-yl)-2-ethyl-2H-[1,2,3]triazolo[4,5-d]pyrimidine), C(C)(C)(C)C=1N=C(C2=C(N1)NN=N2)N2CC(CC2)(F)F (5-tert-butyl-7-(3,3-difluoropyrrolidin-1-yl)-3H-[1,2,3]triazolo[4,5-d]pyrimidine), BrCC1=C(C=C(C=C1)Cl)Cl (1-(bromomethyl)-2,4-dichlorobenzene). The product is C(C)(C)(C)C=1N=C(C=2C(N1)=NN(N2)CC2=C(C=C(C=C2)Cl)Cl)N2CC(CC2)(F)F (5-tert-Butyl-2-(2,4-dichloro-benzyl)-7-(3,3-difluoro-pyrrolidin-1-yl)-2H-[1,2,3]triazolo[4,5-d]pyrimidine), solid. Isolated yield 29.0%. RXN SMILES: [C:1]([C:5]1[N:6]=[C:7]([N:16]2[CH2:20][CH2:19][C:18]([F:22])([F:21])[CH2:17]2)[C:8]2[C:9](=[N:11][N:12]([CH2:14][CH3:15])[N:13]=2)[N:10]=1)([CH3:4])([CH3:3])[CH3:2].C(C1N=C(N2CCC(F)(F)C2)C2N=NNC=2N=1)(C)(C)C.BrCC1[CH:50]=[CH:49][C:48]([Cl:51])=[CH:47][C:46]=1[Cl:52]>>[C:1]([C:5]1[N:6]=[C:7]([N:16]2[CH2:20][CH2:19][C:18]([F:21])([F:22])[CH2:17]2)[C:8]2[C:9](=[N:11][N:12]([CH2:14][C:15]3[CH:50]=[CH:49][C:48]([Cl:51])=[CH:47][C:46]=3[Cl:52])[N:13]=2)[N:10]=1)([CH3:2])([CH3:3])[CH3:4]. Procedure details: In analogy to the procedure described for the synthesis of 5-tert-butyl-7-(3,3-difluoro-pyrrolidin-1-yl)-2-ethyl-2H-[1,2,3]triazolo[4,5-d]pyrimidine (example 3, step b), the title compound was prepared from 5-tert-butyl-7-(3,3-difluoropyrrolidin-1-yl)-3H-[1,2,3]triazolo[4,5-d]pyrimidine and 1-(bromomethyl)-2,4-dichlorobenzene and isolated as white solid (5.3 mg, 29%). MS (m/e): 441.4 (MH+).